Task: describe an organic reaction: reactants, conditions, products, and yield. Dataset: the Open Reaction Database (ORD), a public repository of structured organic reaction records Solvent: C(C)OCC (diethyl ether). Starting materials: Cl (HCl), [H-].[Al+3].[Li+].[H-].[H-].[H-] (lithium aluminum hydride), O1CCCC1 (tetrahydrofuran), CC(C)(OC(=O)N[C@H](C(=O)N(C)OC)CC1CCCCC1)C ((S)-α-[[(1,1-Dimethylethoxy)carbonyl]amino]-N-methoxy-N -methylcyclohexanepropanamide). Conditions: time 75 minute. Product: CC(C)(OC(=O)N[C@H](C=O)CC1CCCCC1)C ((S)-α-[[(1,1dimethylethoxy)carbonyl]amino]cyclohexanepropanal). RXN SMILES: [CH3:1][C:2]([CH3:22])([O:4][C:5]([NH:7][C@@H:8]([CH2:15][CH:16]1[CH2:21][CH2:20][CH2:19][CH2:18][CH2:17]1)[C:9](N(OC)C)=[O:10])=[O:6])[CH3:3].[H-].[Al+3].[Li+].[H-].[H-].[H-].O1CCCC1.Cl>C(OCC)C>[CH3:3][C:2]([CH3:22])([O:4][C:5]([NH:7][C@@H:8]([CH2:15][CH:16]1[CH2:17][CH2:18][CH2:19][CH2:20][CH2:21]1)[CH:9]=[O:10])=[O:6])[CH3:1] |f:1.2.3.4.5.6|. Procedure details: (S)-α-[[(1,1-Dimethylethoxy)carbonyl]amino]-N-methoxy-N -methylcyclohexanepropanamide (55.3 g., 175.9 mmole, 1 eq.) was dissolved in diethyl ether (1760 ml., 0.1M) and cooled in an ice bath. A solution of lithium aluminum hydride in tetrahydrofuran (193 ml., 193 mmole, 1.1 eq., 1M in tetrahydrofuran) was added dropwise over 90 minutes. After 75 minutes, a 1N HCl solution (1 l.) was added cautiously and slowly. The cooling bath was removed and the mixture was stirred for 2 hours. The layers were ... Starting materials: Cl.CN(CCS)C (2-dimethylaminoethanethiol hydrochloride), [H-].[Na+] (sodium hydride), ClC1=NC2=CC=CC=C2C=C1C1=CC=C(C=C1)O (2-chloro-3-p-hydroxyphenylquinoline), C([O-])(O)=O.[Na+] (sodium bicarbonate), Cl.CN(CCS)C (2-Dimethylaminoethanethiol hydrochloride), [H-].[Na+] (sodium hydride), Cl (hydrochloric acid), [H][H] (hydrogen). Solvent: CN(C=O)C (dimethylformamide), O (water), CN(C=O)C (dimethylformamide). Conditions: time 16 hour. Product: Cl.CN(CCSC1=NC2=CC=CC=C2C=C1C1=CC=C(C=C1)O)C (2-(2-dimethylaminoethylthio)-3-(p-hydroxyphenyl)quinoline hydrochloride). RXN SMILES: Cl.[CH3:2][N:3]([CH3:7])[CH2:4][CH2:5][SH:6].[H-].[Na+].[H][H].[Cl:12][C:13]1[C:22]([C:23]2[CH:28]=[CH:27][C:26]([OH:29])=[CH:25][CH:24]=2)=[CH:21][C:20]2[C:15](=[CH:16][CH:17]=[CH:18][CH:19]=2)[N:14]=1.Cl.C(=O)(O)[O-].[Na+]>CN(C)C=O.O>[ClH:12].[CH3:2][N:3]([CH3:7])[CH2:4][CH2:5][S:6][C:13]1[C:22]([C:23]2[CH:28]=[CH:27][C:26]([OH:29])=[CH:25][CH:24]=2)=[CH:21][C:20]2[C:15](=[CH:16][CH:17]=[CH:18][CH:19]=2)[N:14]=1 |f:0.1,2.3,7.8,11.12|. Procedure details: 2-Dimethylaminoethanethiol hydrochloride (0.88 g.) was added to a suspension of sodium hydride (1.1 g. of a 50% w/w dispersion in mineral oil) in dimethylformamide (50 ml.) at 0°-5°. When all the hydrogen had evolved, a solution of 2-chloro-3-p-hydroxyphenylquinoline (1.6 g.) in dimethylformamide (10 ml.) was added and the mixture was stirred at ambient temperature for 16 hr. Additional 2-dimethylaminoethanethiol hydrochloride (0.32 g.), followed by a suspension of sodium hydride (0.4 g. of a 50... The reactants are CS(C)=O, Cc1c(F)ccc(C#N)c1Cl, [Li+], [Li+], O=C([O-])[O-], CC1NCCC1C(C)(C)O. Product: Cc1c(N2CCC(C(C)(C)O)C2C)ccc(C#N)c1Cl. As a reaction SMILES: [CH3:28][S:29]([CH3:30])=[O:31].[Cl:11][c:12]1[c:13]([C:14]#[N:15])[cH:16][cH:17][c:18]([F:21])[c:19]1[CH3:20].[Li+:22].[Li+:23].[O-:24][C:25](=[O:26])[O-:27].[OH:1][C:2]([CH3:3])([CH3:4])[CH:5]1[CH:6]([CH3:10])[NH:7][CH2:8][CH2:9]1>>[OH:1][C:2]([CH3:3])([CH3:4])[CH:5]1[CH:6]([CH3:10])[N:7]([c:18]2[cH:17][cH:16][c:13]([C:14]#[N:15])[c:12]([Cl:11])[c:19]2[CH3:20])[CH2:8][CH2:9]1. Yields the product CC=1C(=C2NC(C(NC2=CC1)=O)=O)CNC (6-Methyl-5-methylaminomethyl-1,4-dihydro-quinoxaline-2,3-dione). The solvent is CN(C)C=O (DMF), CN(C)C=O (DMF). RXN SMILES: [CH2:1]([N:8]([CH2:10][C:11]1[C:20]([CH3:21])=[CH:19][CH:18]=[C:17]2[C:12]=1[NH:13][C:14](=[O:23])[C:15](=[O:22])[NH:16]2)C)C1C=CC=CC=1>CN(C=O)C.[Pd]>[CH3:21][C:20]1[C:11]([CH2:10][NH:8][CH3:1])=[C:12]2[C:17](=[CH:18][CH:19]=1)[NH:16][C:15](=[O:22])[C:14](=[O:23])[NH:13]2. The reactants are C(C1=CC=CC=C1)N(C)CC1=C2NC(C(NC2=CC=C1C)=O)=O (5-[(benzyl-methyl-amino)-methyl]-6-methyl-1,4-dihydro-quinoxaline-2,3-dione). The reagents and catalysts are [Pd] (Pd/C). Reported procedure: A solution of 5-[(benzyl-methyl-amino)-methyl]-6-methyl-1,4-dihydro-quinoxaline-2,3-dione (3.23 g, 10.45 mmol) in DMF (100 mL) was hydrogenated (Pd/C, 20%, 0.5 g) in DMF (100 mL). The suspension was filtered, and the filtrate was evaporated to give a solid, which was crystallized from methanol. Reactants: N#N (N2), C(C)OC(C(CBr)=O)=O (3-bromo-2-oxo-propionic acid ethyl ester), C(=O)([O-])[O-].[Na+].[Na+] (Na2CO3), C/C(/C(=O)N)=C\C1=CC=CC=C1 ((E)-2-methyl-3-phenylacrylamide), C(=O)(O)[O-].[Na+] (NaHCO3), C(C)OC(C(CBr)=O)=O (3-Bromo-2-oxo-propionic acid ethyl ester), FC(C(=O)OC(C(F)(F)F)=O)(F)F (trifluoroacetic anhydride). Solvent: C1CCOC1 (THF). The product is C(C)OC(=O)C=1N=C(OC1)/C(=C/C1=CC=CC=C1)/C ((E)-2-(1-Phenylprop-1-en-2-yl)oxazole-4-carboxylic acid ethyl ester). As a reaction SMILES: N#N.[CH3:3]/[C:4](=[CH:8]\[C:9]1[CH:14]=[CH:13][CH:12]=[CH:11][CH:10]=1)/[C:5]([NH2:7])=[O:6].C([O-])(O)=O.[Na+].[CH2:20]([O:22][C:23](=[O:28])[C:24](=O)[CH2:25]Br)[CH3:21].FC(F)(F)C(OC(=O)C(F)(F)F)=O.C([O-])([O-])=O.[Na+].[Na+]>C1COCC1>[CH2:20]([O:22][C:23]([C:24]1[N:7]=[C:5](/[C:4](/[CH3:3])=[CH:8]/[C:9]2[CH:14]=[CH:13][CH:12]=[CH:11][CH:10]=2)[O:6][CH:25]=1)=[O:28])[CH3:21] |f:2.3,6.7.8|. Reported procedure: In a flame dried round-bottomed flask equipped with a magnetic stir bar and under inert atmosphere (N2), a suspension of (E)-2-methyl-3-phenylacrylamide (29.4 g, 0.18 mol) and NaHCO3 (68.7 g, 0.82 mol) in THF (500 mL) was treated with 3-bromo-2-oxo-propionic acid ethyl ester (35.6 mL, 0.24 mol) and the reaction mixture was heated at reflux for 20 h. 3-Bromo-2-oxo-propionic acid ethyl ester (10.0 mL, 0.68 mol) was added again and the reaction mixture was stirred at reflux for 10 h. The reaction m... Starting materials: N1=CC=CC=C1 (pyridine), C1(=CC=CC=C1)COC(NCCC1=CC=C(C=C1)N)=O (2-(4-Aminophenyl)ethylcarbamic acid phenylmethyl ester), C1(=CC=CC=C1)S(=O)(=O)Cl (benzenesulfonyl chloride). Solvent: ClCCl (dichloromethane). Reaction conditions: time 2 hour. Product: C1(=CC=CC=C1)COC(=O)NCCC1=CC=C(C=C1)NS(=O)(=O)C1=CC=CC=C1 (N-[4-[2-[(phenylmethoxycarbonyl)amino]ethyl]phenyl]benzenesulfonamide). Isolated yield 47.8%. Reaction SMILES: [C:1]1([CH2:7][O:8][C:9](=[O:20])[NH:10][CH2:11][CH2:12][C:13]2[CH:18]=[CH:17][C:16]([NH2:19])=[CH:15][CH:14]=2)[CH:6]=[CH:5][CH:4]=[CH:3][CH:2]=1.N1C=CC=CC=1.[C:27]1([S:33](Cl)(=[O:35])=[O:34])[CH:32]=[CH:31][CH:30]=[CH:29][CH:28]=1>ClCCl>[C:1]1([CH2:7][O:8][C:9]([NH:10][CH2:11][CH2:12][C:13]2[CH:14]=[CH:15][C:16]([NH:19][S:33]([C:27]3[CH:32]=[CH:31][CH:30]=[CH:29][CH:28]=3)(=[O:35])=[O:34])=[CH:17][CH:18]=2)=[O:20])[CH:2]=[CH:3][CH:4]=[CH:5][CH:6]=1. Reported procedure: A solution of 868 mg (3.22. mmol) of Cbz amine from Example 3 in 15 mL of dichloromethane was cooled to 0° C. and treated with 0.286 mL (3.54 mmol) of pyridine followed by 569 mg (0.41 mL, 3.22 mmol) of benzenesulfonyl chloride. The reaction mixture was stirred at room temperature for 2 h and then partitioned between chloroform and water. The organic phase was washed sequentially with 5% aqueous hydrochloric acid and saturated aqueous sodium bicarbonate, dried over magnesium sulfate, and concent... Starting materials: C(C)(C)(C)NC(=O)C1=C(C2=C(N=C(N=C2C2=CC(=CC=C2)N)C2=CC=CC=C2)S1)N (tert-Butyl 5-amino-2-phenyl-4-(3-aminophenyl)-thieno[2,3-d]pyrimidine-6-carboxamide), ClC(=O)OC1=CC=C(C=C1)[N+](=O)[O-] (p-nitro-phenyl chloroformate). Solvent: C(Cl)Cl (CH2Cl2), C(Cl)Cl (CH2Cl2). Conditions: time 3 hour. Product: C(C)(C)(C)NC(=O)C1=C(C2=C(N=C(N=C2C2=CC(=CC=C2)NC(=O)OC2=CC=C(C=C2)[N+](=O)[O-])C2=CC=CC=C2)S1)N (tert-Butyl 5-amino-2-phenyl-4-(3-(p-nitro-phenoxycarbonylamino)-phenyl)-thieno[2,3-d]pyrimidine-6-carboxamide). Reaction SMILES: [C:1]([NH:5][C:6]([C:8]1[S:29][C:11]2[N:12]=[C:13]([C:23]3[CH:28]=[CH:27][CH:26]=[CH:25][CH:24]=3)[N:14]=[C:15]([C:16]3[CH:21]=[CH:20][CH:19]=[C:18]([NH2:22])[CH:17]=3)[C:10]=2[C:9]=1[NH2:30])=[O:7])([CH3:4])([CH3:3])[CH3:2].Cl[C:32]([O:34][C:35]1[CH:40]=[CH:39][C:38]([N+:41]([O-:43])=[O:42])=[CH:37][CH:36]=1)=[O:33]>C(Cl)Cl>[C:1]([NH:5][C:6]([C:8]1[S:29][C:11]2[N:12]=[C:13]([C:23]3[CH:24]=[CH:25][CH:26]=[CH:27][CH:28]=3)[N:14]=[C:15]([C:16]3[CH:21]=[CH:20][CH:19]=[C:18]([NH:22][C:32]([O:34][C:35]4[CH:36]=[CH:37][C:38]([N+:41]([O-:43])=[O:42])=[CH:39][CH:40]=4)=[O:33])[CH:17]=3)[C:10]=2[C:9]=1[NH2:30])=[O:7])([CH3:4])([CH3:2])[CH3:3]. Procedure details: tert-Butyl 5-amino-2-phenyl-4-(3-aminophenyl)-thieno[2,3-d]pyrimidine-6-carboxamide (example 31(g), 2.0 g) was dissolved in dry CH2Cl2 (20 ml). Subsequently, a solution of p-nitro-phenyl chloroformate (520 mg) in dry CH2Cl2 (10 ml) was added dropwise and the reaction mixture was stirred at room temperature. After 3 h, the reaction mixture was washed with H2O. The organic layer was dried (MgSO4) and concentrated under reduced pressure. The reactants are C(C)(C)[C@@H](C(=O)O)C\C=C\C[C@@H](C(C)C)C(C1=CC(=C(C=C1)OC)OCCCOC)=O ((2S,7S)-trans-2-isopropyl-7-[4-methoxy-3-(3-methoxypropyloxy)-benzoyl]-8-methylnon-4-enoic acid), C(C)[SiH](CC)CC (triethylsilane), O (water), C(C)[SiH](CC)CC (triethylsilane). The solvent is FC(C(=O)O)(F)F (trifluoroacetic acid). Run at time 1 day. Yields the product C(C)(C)[C@@H](C(=O)O)C\C=C\C[C@@H](C(C)C)CC1=CC(=C(C=C1)OC)OCCCOC ((2S,7R)-trans-2-isopropyl-7-[4-methoxy-3-(3-methoxypropoxy)benzyl]-8-methylnon-4-enoic acid). Isolated yield 60.0%. Reaction SMILES: [CH:1]([C@H:4]([CH2:8]/[CH:9]=[CH:10]/[CH2:11][C@H:12]([C:16](=O)[C:17]1[CH:22]=[CH:21][C:20]([O:23][CH3:24])=[C:19]([O:25][CH2:26][CH2:27][CH2:28][O:29][CH3:30])[CH:18]=1)[CH:13]([CH3:15])[CH3:14])[C:5]([OH:7])=[O:6])([CH3:3])[CH3:2].C([SiH](CC)CC)C.O>FC(F)(F)C(O)=O>[CH:1]([C@H:4]([CH2:8]/[CH:9]=[CH:10]/[CH2:11][C@H:12]([CH2:16][C:17]1[CH:22]=[CH:21][C:20]([O:23][CH3:24])=[C:19]([O:25][CH2:26][CH2:27][CH2:28][O:29][CH3:30])[CH:18]=1)[CH:13]([CH3:15])[CH3:14])[C:5]([OH:7])=[O:6])([CH3:2])[CH3:3]. Reported procedure: To a solution of (2S,7S)-trans-2-isopropyl-7-[4-methoxy-3-(3-methoxypropyloxy)-benzoyl]-8-methylnon-4-enoic acid (90 mg; 0.21 mmol) in trifluoroacetic acid (1 ml) was added triethylsilane (250 μl; 1.5 mmol). After stirring the solution at RT for 1 day, a second portion of triethylsilane (250 μl; 1.5 mmol) was added, and the solution was stirred at RT for a further 2 days and then added to water. The aqueous layer was extracted 3× with tert-butyl methyl ether and the organic layer was dried over ... The reactants are [Cl-].[Al+3].[Cl-].[Cl-] (aluminum chloride), COC1=CC=CC=2C(CCOC21)=O (2,3-Dihydro-8-methoxy-4H-1-benzopyran-4-one), O (water). Solvent: C=1(C(=CC=CC1)C)C (xylene). Conditions: temperature 100 celsius, time 2 hour. Product: OC1=CC=CC=2C(CCOC21)=O (2,3-Dihydro-8-hydroxy-4H-1-benzopyran-4-one). Isolated yield 56.6%. RXN SMILES: C[O:2][C:3]1[C:12]2[O:11][CH2:10][CH2:9][C:8](=[O:13])[C:7]=2[CH:6]=[CH:5][CH:4]=1.[Cl-].[Al+3].[Cl-].[Cl-].O>C1(C)C(C)=CC=CC=1>[OH:2][C:3]1[C:12]2[O:11][CH2:10][CH2:9][C:8](=[O:13])[C:7]=2[CH:6]=[CH:5][CH:4]=1 |f:1.2.3.4|. Procedure: 2,3-Dihydro-8-methoxy-4H-1-benzopyran-4-one (7.59 g, 42.4 mmol) was dissolved in xylene (80 mL) followed by addition of anhydrous aluminum chloride (11.4 g, 85.5 mmol), and the mixture was stirred at 100° C. for 2 hours. After cooling, the reaction mixture was poured into iced water and extracted with ethyl acetate. The organic layer was washed with 1N-hydrochloric acid and saturated aqueous sodium chloride solution, dried over MgSO4, and filtered. The filtrate was concentrated under reduced pre...